Dataset: the Open Reaction Database (ORD), a public repository of structured organic reaction records. Task: describe an organic reaction: reactants, conditions, products, and yield Reactants: C(=C(F)Cl)(F)F (Daiflon), N1C(=O)N=C(N)C=C1 (cytosine), O (water), FF (fluorine). Run at temperature 80 celsius, time 60 minute. Yields the product FC=1C(NC(NC1)=O)=O (5-fluorouracil). RXN SMILES: [C:1]([F:6])(F)=[C:2](Cl)F.[NH:7]1C=C[C:11](N)=[N:10][C:8]1=[O:9].FF.[OH2:17]>>[F:6][C:1]1[C:2](=[O:17])[NH:7][C:8](=[O:9])[NH:10][CH:11]=1. Procedure: Into a "Daiflon" resin (polytriflurochloroethylene manufactured by Daikin Kogyo, Co., Ltd.) made flask equipped with a stirrer, a cooler, a gas inlet and a therometer, a solution of cytosine (1.11 g; 10 mmol) in water (50 ml) was charged, and fluorine gas (34%; diluted with nitrogen) was blown therein at 18° to 20° C. until the cytosine was consumed completely. The reaction was finished in 60 minutes, and the total amount of fluorine used was 35 mmol. The reaction mixture (pH, <1) was adjusted t...